This data is from the Open Reaction Database (ORD), a public repository of structured organic reaction records. The task is: describe an organic reaction: reactants, conditions, products, and yield Starting materials: ClC1=NC2=CC=C(C=C2N=C1NN)OC (2-Chloro-3-hydrazino-6-methoxyquinoxaline), C(CC)(OCC)(OCC)OCC (triethyl orthopropionate). Conditions: time 60 hour. Product: ClC=1C=2N(C3=CC(=CC=C3N1)OC)C(=NN2)CC (4-chloro-1-ethyl-8-methoxy-[1,2,4]triazolo[4,3-a]quinoxaline). The yield is 35.0%. As a reaction SMILES: [Cl:1][C:2]1[C:11]([NH:12][NH2:13])=[N:10][C:9]2[C:4](=[CH:5][CH:6]=[C:7]([O:14][CH3:15])[CH:8]=2)[N:3]=1.[C:16](OCC)(OCC)(OCC)[CH2:17][CH3:18]>>[Cl:1][C:2]1[C:11]2[N:10]([C:16]([CH2:17][CH3:18])=[N:13][N:12]=2)[C:9]2[C:4]([N:3]=1)=[CH:5][CH:6]=[C:7]([O:14][CH3:15])[CH:8]=2. Reported procedure: 2-Chloro-3-hydrazino-6-methoxyquinoxaline (1.3 g., 0.0058 mole) and 25 ml. of triethyl orthopropionate were heated at 100° C. for 4 hours and stirred at room temperature for 60 hours. The precipitate was removed by filtration and washed with ethanol. Recrystallization from ethanol then afforded 530 mg. (35% yield) of pure 4-chloro-1-ethyl-8-methoxy-[1,2,4]triazolo[4,3-a]quinoxaline, m.p. 196°-198° C. (decomp.). Reactants: CC(C)(CCC(C)(OOC(C)(C)C)C)OOC(C)(C)C (2,5-dimethyl-2,5-di(t-butylperoxy)hexane), C(C)(C)(C1=CC=CC=C1)OOC(C)(C)C1=CC=CC=C1 (dicumylperoxide). Yields the product CC(C)(C#CC(C)(OOC(C)(C)C)C)OOC(C)(C)C (2,5-dimethyl-2,5-di(t-butylperoxy)hexyne). Reaction SMILES: [CH3:1][C:2]([O:15][O:16][C:17]([CH3:20])([CH3:19])[CH3:18])([CH2:4][CH2:5][C:6]([CH3:14])([O:8][O:9][C:10]([CH3:13])([CH3:12])[CH3:11])[CH3:7])[CH3:3].C(OOC(C1C=CC=CC=1)(C)C)(C1C=CC=CC=1)(C)C>>[CH3:3][C:2]([O:15][O:16][C:17]([CH3:20])([CH3:19])[CH3:18])([C:4]#[C:5][C:6]([CH3:7])([O:8][O:9][C:10]([CH3:13])([CH3:12])[CH3:11])[CH3:14])[CH3:1]. Procedure: 2,5-dimethyl-2,5-di(t-butylperoxy)hexane; dicumylperoxide (DCP). Starting materials: [BH4-], CO, CCOC(C)=O, CS(=O)(=O)c1ccc(C(CC2CCC(=O)CC2)C(=O)Nc2cnc(Cl)cn2)cc1Cl, [Na+]. Yields the product CS(=O)(=O)c1ccc(C(CC2CCC(O)CC2)C(=O)Nc2cnc(Cl)cn2)cc1Cl. As a reaction SMILES: [BH4-:31].[CH3:33][OH:34].[CH3:35][CH2:36][O:37][C:38](=[O:39])[CH3:40].[Cl:1][c:2]1[cH:3][c:4]([CH:12]([C:13](=[O:14])[NH:15][c:16]2[n:17][cH:18][c:19]([Cl:22])[n:20][cH:21]2)[CH2:23][CH:24]2[CH2:25][CH2:26][C:27](=[O:30])[CH2:28][CH2:29]2)[cH:5][cH:6][c:7]1[S:8](=[O:9])(=[O:10])[CH3:11].[Na+:32]>>[Cl:1][c:2]1[cH:3][c:4]([CH:12]([C:13](=[O:14])[NH:15][c:16]2[n:17][cH:18][c:19]([Cl:22])[n:20][cH:21]2)[CH2:23][CH:24]2[CH2:25][CH2:26][CH:27]([OH:30])[CH2:28][CH2:29]2)[cH:5][cH:6][c:7]1[S:8](=[O:9])(=[O:10])[CH3:11]. Starting materials: CC1=CC2=CC=CC=C2C(=C1Br)C3=C(C=CC4=CC=CC=C43)Br ((R)-2,2′-dibromomethyl-1,1′-binaphthyl), [Li+].[Cl-] (LiCl), Cl (HCl). Solvent: CN(C)C=O (DMF). Run at time 6 hour. Yields the product CC1=CC2=CC=CC=C2C(=C1Cl)C3=C(C=CC4=CC=CC=C43)Cl ((R)-2,2′-dichloromethyl-1,1′-binaphthyl). Yield: 93.0%. As a reaction SMILES: [CH3:1][C:2]1[C:11](Br)=[C:10]([C:13]2[C:22]3[C:17](=[CH:18][CH:19]=[CH:20][CH:21]=3)[CH:16]=[CH:15][C:14]=2Br)[C:9]2[C:4](=[CH:5][CH:6]=[CH:7][CH:8]=2)[CH:3]=1.[Li+].[Cl-:25].[ClH:26]>CN(C=O)C>[CH3:1][C:2]1[C:11]([Cl:25])=[C:10]([C:13]2[C:22]3[C:17](=[CH:18][CH:19]=[CH:20][CH:21]=3)[CH:16]=[CH:15][C:14]=2[Cl:26])[C:9]2[C:4](=[CH:5][CH:6]=[CH:7][CH:8]=2)[CH:3]=1 |f:1.2|. Reported procedure: (R)-2,2′-Dibromomethyl-1,1′-binaphthyl (4, 40 g, 90.8 mmol) and LiCl (30 g, 707 mmol) in DMF (800 mL) was mixed together and stirred at room temperature for 6 h. To this mixture was added carefully 5% aqueous HCl (300 mL) (exothermomic reaction occurred). The mixture was then extracted with ether (4×400 mL). The organic layer was dried over sodium sulfate, concentrated and recrystallized from CH2Cl2/hexane to gave 5 as white solid (30 g, 93%). Reactants: Brc1coc(-c2ccncc2)c1, [Cu]I, O=C1NCC2(CN3CCC2CC3)O1. Yields the product O=C1OC2(CN3CCC2CC3)CN1c1coc(-c2ccncc2)c1. As a reaction SMILES: [Br:14][c:15]1[cH:16][c:17](-[c:20]2[cH:21][cH:22][n:23][cH:24][cH:25]2)[o:18][cH:19]1.[Cu:26][I:27].[O:1]1[C:2](=[O:13])[NH:3][CH2:4][C:5]12[CH2:6][N:7]1[CH2:8][CH2:9][CH:10]2[CH2:11][CH2:12]1>>[O:1]1[C:2](=[O:13])[N:3]([c:15]2[cH:16][c:17](-[c:20]3[cH:21][cH:22][n:23][cH:24][cH:25]3)[o:18][cH:19]2)[CH2:4][C:5]12[CH2:6][N:7]1[CH2:8][CH2:9][CH:10]2[CH2:11][CH2:12]1.